From a dataset of the Open Reaction Database (ORD), a public repository of structured organic reaction records. describe an organic reaction: reactants, conditions, products, and yield Starting materials: ClC=1C=CC(=C(C1)C1=NN(C=C1NC(=O)C=1C=NN2C1N=CC=C2)CCCl)OC (N-(3-(5-chloro-2-methoxyphenyl)-1-(2-chloroethyl)-1H-pyrazol-4-yl)pyrazolo[1,5-a]pyrimidine-3-carboxamide), Cl.NC1COCC1 (3-aminotetrahydrofuran hydrochloride), C(C)(C)N(C(C)C)CC (N,N-diisopropylethylamine). Run in CN1C(CCC1)=O (N-methylpyrrolidinone). Reaction conditions: time 18 hour. The product is ClC=1C=CC(=C(C1)C1=NN(C=C1NC(=O)C=1C=NN2C1N=CC=C2)CCNC2COCC2)OC (N-(3-(5-Chloro-2-methoxyphenyl)-1-(2-(tetrahydrofuran-3-ylamino)ethyl)-1H-pyrazol-4-yl)pyrazolo[1,5-a]pyrimidine-3-carboxamide). Isolated yield 30.7%. RXN SMILES: [Cl:1][C:2]1[CH:3]=[CH:4][C:5]([O:28][CH3:29])=[C:6]([C:8]2[C:12]([NH:13][C:14]([C:16]3[CH:17]=[N:18][N:19]4[CH:24]=[CH:23][CH:22]=[N:21][C:20]=34)=[O:15])=[CH:11][N:10]([CH2:25][CH2:26]Cl)[N:9]=2)[CH:7]=1.Cl.[NH2:31][CH:32]1[CH2:36][CH2:35][O:34][CH2:33]1.C(N(CC)C(C)C)(C)C>CN1CCCC1=O>[Cl:1][C:2]1[CH:3]=[CH:4][C:5]([O:28][CH3:29])=[C:6]([C:8]2[C:12]([NH:13][C:14]([C:16]3[CH:17]=[N:18][N:19]4[CH:24]=[CH:23][CH:22]=[N:21][C:20]=34)=[O:15])=[CH:11][N:10]([CH2:25][CH2:26][NH:31][CH:32]3[CH2:36][CH2:35][O:34][CH2:33]3)[N:9]=2)[CH:7]=1 |f:1.2|. Reported procedure: A solution of N-(3-(5-chloro-2-methoxyphenyl)-1-(2-chloroethyl)-1H-pyrazol-4-yl)pyrazolo[1,5-a]pyrimidine-3-carboxamide (0.040 g, 0.090 mmol, 1 equiv), 3-aminotetrahydrofuran hydrochloride (29 mg, 0.23 mmol, 2.50 equiv), and N,N-diisopropylethylamine (73 μL, 0.42 mmol, 4.5 equiv) in N-methylpyrrolidinone (1 mL) was heated at 100° C. After 18 h, the reaction mixture was partitioned between ethyl acetate (10 mL) and half-saturated aqueous sodium chloride solution (10 mL). The aqueous was extracted...